From a dataset of the Open Reaction Database (ORD), a public repository of structured organic reaction records. describe an organic reaction: reactants, conditions, products, and yield Starting materials: C(C1=CC=CC=C1)OC=1C=C2C=C(N(C2=CC1Cl)CC1=CC=CC(=N1)C(=O)OC)C1=CC=CC=C1 (methyl 6-(5-benzyloxy-6-chloro-2-phenylindol-1-ylmethyl)pyridine-2-carboxylate). Solvent: FC(C(=O)O)(F)F.O.CSC (trifluoroacetic acid water dimethyl sulfide). Yields the product ClC1=C(C=C2C=C(N(C2=C1)CC1=CC=CC(=N1)C(=O)OC)C1=CC=CC=C1)O (Methyl 6-(6-chloro-5-hydroxy-2-phenylindole-1-ylmethyl)pyridine-2-carboxylate). The yield is 70.4%. RXN SMILES: C([O:8][C:9]1[CH:10]=[C:11]2[C:15](=[CH:16][C:17]=1[Cl:18])[N:14]([CH2:19][C:20]1[N:25]=[C:24]([C:26]([O:28][CH3:29])=[O:27])[CH:23]=[CH:22][CH:21]=1)[C:13]([C:30]1[CH:35]=[CH:34][CH:33]=[CH:32][CH:31]=1)=[CH:12]2)C1C=CC=CC=1>FC(F)(F)C(O)=O.O.CSC>[Cl:18][C:17]1[CH:16]=[C:15]2[C:11]([CH:12]=[C:13]([C:30]3[CH:35]=[CH:34][CH:33]=[CH:32][CH:31]=3)[N:14]2[CH2:19][C:20]2[N:25]=[C:24]([C:26]([O:28][CH3:29])=[O:27])[CH:23]=[CH:22][CH:21]=2)=[CH:10][C:9]=1[OH:8] |f:1.2.3|. Reported procedure: A solution of methyl 6-(5-benzyloxy-6-chloro-2-phenylindol-1-ylmethyl)pyridine-2-carboxylate (372 mg) in trifluoroacetic acid/water/dimethyl sulfide (95/5/10, 7.7 mL) was stirred at room temperature for 80 hours. The reaction mixture was concentrated under reduced pressure. A saturated aqueous sodium hydrogen carbonate solution (20 mL) was added to the residue and this resulting mixture was extracted with ethyl acetate. The organic layer was dried over anhydrous sodium sulfate and concentrated u... The reactants are Cl.C1=CC=CC=2C(C3=C(C=CC21)C=CC=C3)=C3CCN(CC3)CCC(=O)OCC (ethyl 4-(5H-dibenzo[a,d]cyclohepten-5-ylidene)-1-piperidinepropionate hydrochloride), [OH-].[Na+] (sodium hydroxide). The solvent is CO (methanol). Product: C1=CC=CC=2C(C3=C(C=CC21)C=CC=C3)=C3CCN(CC3)CCC(=O)O (4-(5H-Dibenzo[a,d]cyclohepten-5-ylidene)-1-piperidinepropionic acid). The yield is 100.1%. Reaction SMILES: Cl.[CH:2]1[C:12]2[CH:11]=[CH:10][C:9]3[CH:13]=[CH:14][CH:15]=[CH:16][C:8]=3[C:7](=[C:17]3[CH2:22][CH2:21][N:20]([CH2:23][CH2:24][C:25]([O:27]CC)=[O:26])[CH2:19][CH2:18]3)[C:6]=2[CH:5]=[CH:4][CH:3]=1.[OH-].[Na+]>CO>[CH:13]1[C:9]2[CH:10]=[CH:11][C:12]3[CH:2]=[CH:3][CH:4]=[CH:5][C:6]=3[C:7](=[C:17]3[CH2:18][CH2:19][N:20]([CH2:23][CH2:24][C:25]([OH:27])=[O:26])[CH2:21][CH2:22]3)[C:8]=2[CH:16]=[CH:15][CH:14]=1 |f:0.1,2.3|. Procedure: A mixture of 5.30 g of ethyl 4-(5H-dibenzo[a,d]cyclohepten-5-ylidene)-1-piperidinepropionate hydrochloride, 19.3 ml of 2N sodium hydroxide aqueous solution and 30 ml of methanol was refluxed for 1 hr and concentrated. Water was added to the residue, washed with ethyl acetate and adjusted to pH 4 to 5 with 10% hydrochloric acid. The precipitate was collected by filtration to give 4.47 g of pale yellow crystals, which were recrystallized from a mixture of water and N,N-dimethylformamide to give 4.... Reactants: ClCCl, OCc1ccc2cc[nH]c2c1. The product is O=Cc1ccc2cc[nH]c2c1. Reaction SMILES: [CH2:12]([Cl:13])[Cl:14].[OH:1][CH2:2][c:3]1[cH:4][cH:5][c:6]2[cH:7][cH:8][nH:9][c:10]2[cH:11]1>>[O:1]=[CH:2][c:3]1[cH:4][cH:5][c:6]2[cH:7][cH:8][nH:9][c:10]2[cH:11]1. Starting materials: C(C)(C)(C)OC(N[C@@H](CO)C1=CC(=CC=C1)CN1CCOCC1)=O ((R)-[2-Hydroxy-1-(3-morpholin-4-ylmethyl-phenyl)-ethyl]-carbamic acid tert-butyl ester), Cl (hydrochloric acid). Solvent: CO (methanol). Run at time 5 hour. The product is Cl.N[C@@H](CO)C1=CC(=CC=C1)CN1CCOCC1 ((R)-2-Amino-2-(3-morpholin-4-ylmethyl-phenyl)-ethanol hydrochloride). Reaction SMILES: C(OC(=O)[NH:7][C@H:8]([C:11]1[CH:16]=[CH:15][CH:14]=[C:13]([CH2:17][N:18]2[CH2:23][CH2:22][O:21][CH2:20][CH2:19]2)[CH:12]=1)[CH2:9][OH:10])(C)(C)C.[ClH:25]>CO>[ClH:25].[NH2:7][C@H:8]([C:11]1[CH:16]=[CH:15][CH:14]=[C:13]([CH2:17][N:18]2[CH2:23][CH2:22][O:21][CH2:20][CH2:19]2)[CH:12]=1)[CH2:9][OH:10] |f:3.4|. Reported procedure: (R)-[2-Hydroxy-1-(3-morpholin-4-ylmethyl-phenyl)-ethyl]-carbamic acid tert-butyl ester (2.1 g, 6.25 mmol) in methanol (22 mL) was added hydrochloric acid (2.0M in ethyl ether) (10.88 mL, 21.8 mmol) and reaction mixture was stirred at room temperature for 5 hr. The reaction mixture was concentrated under vacuum to provide the title compound as a pale green solid (quantitative yield). The product is CC(C)(C)OC(=O)N1CCN(S(=O)(=O)c2ccc(-c3ccncc3)cc2)CC1. Starting materials: [Br-], CC(C)(C)OC(=O)N1CCN(S(=O)(=O)c2ccc(Br)cc2)CC1, CCB(CC)c1ccncc1, CCCC[N+](CCCC)(CCCC)CCCC, CCOC(C)=O, [K+], C1CCOC1, [OH-], O. As a reaction SMILES: [Br-:42].[Br:1][c:2]1[cH:3][cH:4][c:5]([S:8](=[O:9])(=[O:10])[N:11]2[CH2:12][CH2:13][N:14]([C:17](=[O:18])[O:19][C:20]([CH3:21])([CH3:22])[CH3:23])[CH2:15][CH2:16]2)[cH:6][cH:7]1.[CH2:24]([B:25]([CH2:26][CH3:33])[c:27]1[cH:28][cH:29][n:30][cH:31][cH:32]1)[CH3:34].[CH3:43][CH2:44][CH2:45][CH2:46][N+:47]([CH2:48][CH2:49][CH2:50][CH3:51])([CH2:52][CH2:53][CH2:54][CH3:55])[CH2:56][CH2:57][CH2:58][CH3:59].[CH3:61][CH2:62][O:63][C:64](=[O:65])[CH3:66].[K+:36].[O:37]1[CH2:38][CH2:39][CH2:40][CH2:41]1.[OH-:35].[OH2:60]>>[c:2]1(-[c:27]2[cH:28][cH:29][n:30][cH:31][cH:32]2)[cH:3][cH:4][c:5]([S:8](=[O:9])(=[O:10])[N:11]2[CH2:12][CH2:13][N:14]([C:17](=[O:18])[O:19][C:20]([CH3:21])([CH3:22])[CH3:23])[CH2:15][CH2:16]2)[cH:6][cH:7]1. Reactants: ClC1=C(C=NC2=CC(=C(C=C12)OCC)OCC)C#N (4-chloro-6,7-diethoxy-3-quinolinecarbonitrile), COC=1C=C(CN)C=CC1OC (3,4-dimethoxybenzylamine). Yields the product COC=1C=C(C=CC1OC)CNC1=C(C=NC2=CC(=C(C=C12)OCC)OCC)C#N (4-(3,4-Dimethoxyphenylmethylamino)-6,7-diethoxy-3quinolinecarbonitrile). As a reaction SMILES: Cl[C:2]1[C:11]2[C:6](=[CH:7][C:8]([O:15][CH2:16][CH3:17])=[C:9]([O:12][CH2:13][CH3:14])[CH:10]=2)[N:5]=[CH:4][C:3]=1[C:18]#[N:19].[CH3:20][O:21][C:22]1[CH:23]=[C:24]([CH:27]=[CH:28][C:29]=1[O:30][CH3:31])[CH2:25][NH2:26]>>[CH3:20][O:21][C:22]1[CH:23]=[C:24]([CH2:25][NH:26][C:2]2[C:11]3[C:6](=[CH:7][C:8]([O:15][CH2:16][CH3:17])=[C:9]([O:12][CH2:13][CH3:14])[CH:10]=3)[N:5]=[CH:4][C:3]=2[C:18]#[N:19])[CH:27]=[CH:28][C:29]=1[O:30][CH3:31]. Reported procedure: In the manner of Example 61 reaction of 4-chloro-6,7-diethoxy-3-quinolinecarbonitrile with 3,4-dimethoxybenzylamine gave the title compound as a tan solid, mp 200-204° C.